This data is from the Open Reaction Database (ORD), a public repository of structured organic reaction records. The task is: describe an organic reaction: reactants, conditions, products, and yield The reactants are product, [H-].[Na+] (NaH), C1CCOC1 (THF), O (water), C(C1=CC=CC=C1)Br (benzylbromide). Conditions: time 8 hour. Product: C(C=C)OCC1=CC=CC=C1 (allylbenzylether). Yield: 53.0%. As a reaction SMILES: [H-].[Na+].[CH2:3](Br)[C:4]1[CH:9]=[CH:8][CH:7]=[CH:6][CH:5]=1.O.[CH2:12]1C[O:15][CH2:14][CH2:13]1>>[CH2:14]([O:15][CH2:3][C:4]1[CH:9]=[CH:8][CH:7]=[CH:6][CH:5]=1)[CH:13]=[CH2:12] |f:0.1|. Reported procedure: To a solution of isomer A product from Step 1 (1.62 g, 4.23 mmol) in THF (50 mL) was added NaH 60% (540 mg, 13.4 mmol) followed by benzylbromide (1.5 mL, 13.4 mmol) and the reaction was stirred at 55 C overnight. The cooled mixture was poured into water, extracted with EtOAc, dried over Na2SO4 and concentrated. The residue was purified by flash-chromatography over silica gel (eluted with Hexanes/AcOEt 99:1 to 50:50) to afford 1.07 g (53%) of allylbenzylether isomer A. Reactants: ClC1=C(C(=O)C2=CN=C(S2)NC(C(CC)C2=CC=CC=C2)=O)C=CC=C1 (N-[5-(2-Chloro-benzoyl)-thiazol-2-yl]-2-phenyl-butyramide), [BH4-].[Na+] (Sodium borohydride), [BH4-].[Na+] (sodium borohydride). Solvent: CO (methanol). Run at time 1 hour. Product: ClC1=C(C=CC=C1)C(C1=CN=C(S1)NC(C(CC)C1=CC=CC=C1)=O)O (N-{5-[(2-Chloro-phenyl)-hydroxy-methyl]-thiazol-2-yl}-2-phenyl-butyramide). Isolated yield 45.3%. As a reaction SMILES: [Cl:1][C:2]1[CH:26]=[CH:25][CH:24]=[CH:23][C:3]=1[C:4]([C:6]1[S:10][C:9]([NH:11][C:12](=[O:22])[CH:13]([C:16]2[CH:21]=[CH:20][CH:19]=[CH:18][CH:17]=2)[CH2:14][CH3:15])=[N:8][CH:7]=1)=[O:5].[BH4-].[Na+]>CO>[Cl:1][C:2]1[CH:26]=[CH:25][CH:24]=[CH:23][C:3]=1[CH:4]([OH:5])[C:6]1[S:10][C:9]([NH:11][C:12](=[O:22])[CH:13]([C:16]2[CH:21]=[CH:20][CH:19]=[CH:18][CH:17]=2)[CH2:14][CH3:15])=[N:8][CH:7]=1 |f:1.2|. Reported procedure: N-[5-(2-Chloro-benzoyl)-thiazol-2-yl]-2-phenyl-butyramide (102 mg, 0.265 mmol) was suspended in 1 mL of anhydrous methanol. Sodium borohydride (30.3 mg, 0.801 mmol) was slowly added and the resulting pale yellow solution was allowed to stir for 1 hour at room temperature. After stirring for one hour a second aliquot of sodium borohydride (30.3 mg, 0.801 mmol) was added. The reaction mixture was allowed to stir for an additional hour and then the crude product was evaporated to dryness and then d...